From a dataset of the Open Reaction Database (ORD), a public repository of structured organic reaction records. describe an organic reaction: reactants, conditions, products, and yield Starting materials: FC=1C=C(C=C(C1)OC1OCCCC1)C12OCC(CC1)(CC2)CCOCC(=O)OC(C)(C)C (tert-butyl 2-(2-(1-(3-fluoro-5-(tetrahydro-2H-pyran-2-yloxy)phenyl)-2-oxabicyclo[2.2.2]octan-4-yl)ethoxy)acetate), CC1=CC=C(C=C1)S(=O)(=O)[O-].C1=CC=[NH+]C=C1 (PPTS). Run in CO (MeOH). Reaction conditions: temperature 50 celsius, time 3 hour. Yields the product FC=1C=C(C=C(C1)O)C12OCC(CC1)(CC2)CCOCC(=O)OC(C)(C)C (tert-Butyl 2-(2-(1-(3-fluoro-5-hydroxyphenyl)-2-oxabicyclo[2.2.2]octan-4-yl)ethoxy)acetate). Isolated yield 89.2%. As a reaction SMILES: [F:1][C:2]1[CH:3]=[C:4]([C:15]23[CH2:22][CH2:21][C:18]([CH2:23][CH2:24][O:25][CH2:26][C:27]([O:29][C:30]([CH3:33])([CH3:32])[CH3:31])=[O:28])([CH2:19][CH2:20]2)[CH2:17][O:16]3)[CH:5]=[C:6]([O:8]C2CCCCO2)[CH:7]=1.CC1C=CC(S([O-])(=O)=O)=CC=1.C1C=C[NH+]=CC=1>CO>[F:1][C:2]1[CH:3]=[C:4]([C:15]23[CH2:20][CH2:19][C:18]([CH2:23][CH2:24][O:25][CH2:26][C:27]([O:29][C:30]([CH3:33])([CH3:32])[CH3:31])=[O:28])([CH2:21][CH2:22]2)[CH2:17][O:16]3)[CH:5]=[C:6]([OH:8])[CH:7]=1 |f:1.2|. Reported procedure: A mixture of tert-butyl 2-(2-(1-(3-fluoro-5-(tetrahydro-2H-pyran-2-yloxy)phenyl)-2-oxabicyclo[2.2.2]octan-4-yl)ethoxy)acetate (400 mg, 0.861 mmol) and PPTS (65 mg, 0.258 mmol) in MeOH (10 mL) was stirred at 50° C. for 3 h. The reaction was cooled to rt, then concentrated in vacuo. The residual crude oil was purified by flash chromatography (SiO2) using a gradient from 0% to 30% EtOAc/hexane (10 min) to give the title compound (292 mg, 0.768 mmol, 89% yield) as a clear oil. 1H NMR (500 MHz, CDCl3... The reactants are BrCc1ccccc1, O=[N+]([O-])c1ccc(I)cc1O, [K+], [K+], O=C([O-])[O-], CN(C)C=O, O. The product is O=[N+]([O-])c1ccc(I)cc1OCc1ccccc1. RXN SMILES: [Br:12][CH2:13][c:14]1[cH:15][cH:16][cH:17][cH:18][cH:19]1.[I:1][c:2]1[cH:3][cH:4][c:5]([N+:9](=[O:10])[O-:11])[c:6]([OH:8])[cH:7]1.[K+:20].[K+:21].[O-:22][C:23]([O-:24])=[O:25].[O:27]=[CH:28][N:29]([CH3:30])[CH3:31].[OH2:26]>>[I:1][c:2]1[cH:3][cH:4][c:5]([N+:9](=[O:10])[O-:11])[c:6]([O:8][CH2:13][c:14]2[cH:15][cH:16][cH:17][cH:18][cH:19]2)[cH:7]1. Starting materials: C=Cc1cnc(N(C(=O)OC(C)(C)C)C(=O)OC(C)(C)C)c(-c2nnc(-c3ccccc3)o2)n1, ClCCl, O=C(O)C(F)(F)F, N#N. The product is C=Cc1cnc(N)c(-c2nnc(-c3ccccc3)o2)n1. Reaction SMILES: [C:1]([O:2][C:3]([N:8]([C:4](=[O:5])[O:6][C:7]([CH3:9])([CH3:10])[CH3:11])[c:16]1[n:17][cH:18][c:19]([CH:33]=[CH2:34])[n:20][c:21]1-[c:22]1[o:23][c:24](-[c:27]2[cH:28][cH:29][cH:30][cH:31][cH:32]2)[n:25][n:26]1)=[O:12])([CH3:13])([CH3:14])[CH3:15].[Cl:44][CH2:45][Cl:46].[F:37][C:38]([F:39])([F:40])[C:41]([OH:42])=[O:43].[N:35]#[N:36]>>[NH2:8][c:16]1[n:17][cH:18][c:19]([CH:33]=[CH2:34])[n:20][c:21]1-[c:22]1[o:23][c:24](-[c:27]2[cH:28][cH:29][cH:30][cH:31][cH:32]2)[n:25][n:26]1.